Task: describe an organic reaction: reactants, conditions, products, and yield. Dataset: the Open Reaction Database (ORD), a public repository of structured organic reaction records Reactants: N1CCOCCOCCOCCOCCOCC1 (1-aza-4,7,10,13,16-pentaoxacyclooctadecane), CC(C(=O)Cl)(CC)C (2,2-dimethylbutyryl chloride). Product: CC(C(=O)N1CCOCCOCCOCCOCCOCC1)(CC)C (1-(2,2-Dimethylbutyroyl)-1-aza-4,7,10,13,16-pentaoxacyclooctadecane). Reaction SMILES: [NH:1]1[CH2:18][CH2:17][O:16][CH2:15][CH2:14][O:13][CH2:12][CH2:11][O:10][CH2:9][CH2:8][O:7][CH2:6][CH2:5][O:4][CH2:3][CH2:2]1.[CH3:19][C:20]([CH3:26])([CH2:24][CH3:25])[C:21](Cl)=[O:22]>>[CH3:19][C:20]([CH3:26])([CH2:24][CH3:25])[C:21]([N:1]1[CH2:18][CH2:17][O:16][CH2:15][CH2:14][O:13][CH2:12][CH2:11][O:10][CH2:9][CH2:8][O:7][CH2:6][CH2:5][O:4][CH2:3][CH2:2]1)=[O:22]. Procedure: Analogously to Example 14 from 1-aza-4,7,10,13,16-pentaoxacyclooctadecane and 2,2-dimethylbutyryl chloride. The reactants are O=S1(NCCOC2=C1C=C(C=C2)OC=2C=C(C(=O)N\C(\C)=N/O)C=CC2)=O (3-[(1,1-dioxido-3,4-dihydro-2H-5,1,2-benzoxathiazepin-8-yl)oxy]-N-[(1Z)—N-hydroxyethanimidoyl]benzamide), C1(=CC=C(C=C1)S(=O)(=O)O)C (para-toluenesulphonic acid). The solvent is C1(=CC=CC=C1)C (toluene). Yields the product CC1=NOC(=N1)C=1C=C(OC2=CC3=C(OCCNS3(=O)=O)C=C2)C=CC1 (8-[3-(3-methyl-1,2,4-oxadiazol-5-yl)phenoxy]-3,4-dihydro-2H-5,1,2-benzoxathiazepine 1,1-dioxide). Reaction SMILES: [O:1]=[S:2]1(=[O:27])[C:8]2[CH:9]=[C:10]([O:13][C:14]3[CH:15]=[C:16]([CH:24]=[CH:25][CH:26]=3)[C:17]([NH:19]/[C:20](=[N:22]\[OH:23])/[CH3:21])=O)[CH:11]=[CH:12][C:7]=2[O:6][CH2:5][CH2:4][NH:3]1.C1(C)C=CC(S(O)(=O)=O)=CC=1>C1(C)C=CC=CC=1>[CH3:21][C:20]1[N:19]=[C:17]([C:16]2[CH:15]=[C:14]([CH:26]=[CH:25][CH:24]=2)[O:13][C:10]2[CH:11]=[CH:12][C:7]3[O:6][CH2:5][CH2:4][NH:3][S:2](=[O:27])(=[O:1])[C:8]=3[CH:9]=2)[O:23][N:22]=1. Procedure: To a solution of 390 mg (0.99 mmol) of the product obtained in Step B above in 50 ml of toluene there are added 35 mg of para-toluenesulphonic acid and the reaction mixture is heated at reflux using a Dean-Stark system for 12 hours. After evaporation, the crude reaction product is purified over silica gel eluting with a mixture of CH2Cl2/AcOEt 9/1 to yield the expected product. The reactants are C(C)(=O)O[C@@H]1C=CO[C@@H]([C@H]1O)CO (O-acetyl glucal). The solvent is [PH5] (phosphorane), [Cl-].[Na+].O (Brine). Conditions: time 24 hour. The product is C(C)(=O)O[C@H]1[C@@H](C=CO[C@@H]1COC(C)=O)O (4,6-Di-O-Acetyl-D-glucal). The yield is 189.1%. Reaction SMILES: C([O:4][C@H:5]1[C@H:10]([OH:11])[C@@H:9]([CH2:12][OH:13])[O:8][CH:7]=[CH:6]1)(=O)C>[PH5].[Cl-].[Na+].O>[C:5]([O:11][C@@H:10]1[C@@H:9]([CH2:12][O:13][C:9](=[O:8])[CH3:10])[O:8][CH:7]=[CH:6][C@H:5]1[OH:4])(=[O:4])[CH3:6] |f:2.3.4|. Procedure: Per-O-acetyl glucal (27.5 mmol) was dissolved in phosphorane buffer (80 mL). Amano lipase (4.0 g) was added and the reaction mixture was stirred at room temperature for 24 hr. Brine (200 mL) was added and the obtained mixture was extracted with ethyl acetate (3×150 mL). Combined organic extracts were filtered trough Celite, and dried over anhydrous sodium sulfate. Drying agent and solvent were removed and product was purified by column chromatography (SilicaGel 60) using hexanes:ethyl acetate as... Starting materials: OCC1=CC=C(C=C1)CC(=O)O ([4-(hydroxymethyl)phenyl]acetic acid). Reagents/catalysts: [O-2].[O-2].[Mn+4] (manganese dioxide). Solvent: C(Cl)(Cl)Cl (CHCl3). Conditions: temperature 50 celsius, time 18 hour. The product is C(=O)C1=CC=C(C=C1)CC(=O)O ((4-formylphenyl)acetic acid). Yield: 59.6%. RXN SMILES: [OH:1][CH2:2][C:3]1[CH:8]=[CH:7][C:6]([CH2:9][C:10]([OH:12])=[O:11])=[CH:5][CH:4]=1>C(Cl)(Cl)Cl.[O-2].[O-2].[Mn+4]>[CH:2]([C:3]1[CH:8]=[CH:7][C:6]([CH2:9][C:10]([OH:12])=[O:11])=[CH:5][CH:4]=1)=[O:1] |f:2.3.4|. Procedure details: To [4-(hydroxymethyl)phenyl]acetic acid (3 g, 18 mmol) in CHCl3 (50 mL) under N2 was added manganese dioxide (7.7 g, 90 mmol) and the reaction mixture was stirred at 50° C. for 18 h. The crude was filtered through a pad of celite, washed with DCM (50 mL) and concentrated under reduced pressure to give the desired product (1.76 g, 59%). 1H NMR (300 MHz, d6-DMSO) δ: 12.49 (1H, br s), 9.99 (1H, s), 7.89-7.84 (2H, m), 7.50 (2H, d, J=7.9 Hz), 3.72 (2H, s).